This data is from the Open Reaction Database (ORD), a public repository of structured organic reaction records. The task is: describe an organic reaction: reactants, conditions, products, and yield The reactants are C(C)OC(=O)N1CCCOC2=C1C=CC(=C2)[N+](=O)[O-] (3-Nitro-7,8-dihydro-6H-5-oxa-9-aza-benzocycloheptene-9-carboxylic acid ethyl ester), CO (methanol). Reagents/catalysts: [Pd] (Palladium on Carbon). Reaction conditions: time 30 minute. Product: C(C)OC(=O)N1CCCOC2=C1C=CC(=C2)N (3-amino-7,8-dihydro-6H-5-oxa-9-aza-benzocycloheptene-9-carboxylic acid ethyl ester). The yield is 100.0%. RXN SMILES: [CH2:1]([O:3][C:4]([N:6]1[C:12]2[CH:13]=[CH:14][C:15]([N+:17]([O-])=O)=[CH:16][C:11]=2[O:10][CH2:9][CH2:8][CH2:7]1)=[O:5])[CH3:2].CO>[Pd]>[CH2:1]([O:3][C:4]([N:6]1[C:12]2[CH:13]=[CH:14][C:15]([NH2:17])=[CH:16][C:11]=2[O:10][CH2:9][CH2:8][CH2:7]1)=[O:5])[CH3:2]. Procedure: 3-Nitro-7,8-dihydro-6H-5-oxa-9-aza-benzocycloheptene-9-carboxylic acid ethyl ester (338 mg, 1.27 mmol) was placed in methanol (10.0 mL, 0.247 mol) and 10% Palladium on Carbon (50% Wet) (67.5 mg) was added. The reaction was hydrogenated at 25 psi. for 30 minutes and then filtered through a pad of celite to remove the catalyst. The product was then concentrated under reduced pressure to obtain 3-amino-7,8-dihydro-6H-5-oxa-9-aza-benzocycloheptene-9-carboxylic acid ethyl ester as a light brown solid... The reactants are ( 3 ), C(C)(=O)C1=CC=CC=C1 (acetophenone), CC(C)O (2-propanol). Conditions: temperature 25 celsius, time 24 hour. Product: C1(=CC=CC=C1)[C@@H](C)O ((R)-1-phenylethanol). Yield: 92.1%. Reaction SMILES: [C:1]([C:4]1[CH:9]=[CH:8][CH:7]=[CH:6][CH:5]=1)(=[O:3])[CH3:2].CC(O)C>>[C:4]1([C@H:1]([OH:3])[CH3:2])[CH:9]=[CH:8][CH:7]=[CH:6][CH:5]=1. Reported procedure: To the reaction solution obtained in (3) were added acetophenone (0.56 ml, 4.81 mmol) and 2-propanol (9.4 ml, 121 mmol), and the mixture was stirred at 25° C. for 24 hours. The reaction mixture was purified by means of Kugelrohr distillation to give (R)-1-phenylethanol (0.541 g, 92% yield). The asymmetric yield of the product was measured in a HPLC using a CHIRALCEL OD column (4.6×250 mm, Daicel Chemical Industries Ltd) and found to be not less than 99% e.e. In the table below, the results obtai...